From a dataset of the Open Reaction Database (ORD), a public repository of structured organic reaction records. describe an organic reaction: reactants, conditions, products, and yield Reaction SMILES: [C:1]1([OH:7])[CH:6]=[CH:5][CH:4]=[CH:3][CH:2]=1.[C:8]([NH2:14])(=[O:13])[CH2:9][C:10]([CH3:12])=O.F[C:16](F)(F)[C:17]([OH:19])=O.B(F)(F)F>CCOCC>[OH:7][C:1]1[CH:6]=[CH:5][C:4]([C:10]([C:1]2[CH:6]=[CH:16][C:17]([OH:19])=[CH:3][CH:2]=2)([CH3:12])[CH2:9][C:8]([NH2:14])=[O:13])=[CH:3][CH:2]=1. Yields the product OC1=CC=C(C=C1)C(CC(=O)N)(C)C1=CC=C(C=C1)O (3,3-bis(4-hydroxyphenyl)butyramide). Starting materials: C1(=CC=CC=C1)O (phenol), C(CC(=O)C)(=O)N (acetoacetamide), FC(C(=O)O)(F)F (trifluoroacetic acid), B(F)(F)F (BF3), B(F)(F)F (BF3). Run in CCOCC (ether). Conditions: temperature 20 celsius. Procedure details: A mixture of 63.3 g, (0.6735 mol), of phenol, 8.51 g, (0.0842 mol) of acetoacetamide and 40 ml of trifluoroacetic acid was placed in a 500 ml, 3-necked flask equipped with a gas inlet tube and a condenser. The mixture was stirred under nitrogen and BF3 gas was introduced while the reaction temperature was maintained at 20° C. A total of 17.6 g of BF3 gas was added over a period of 3 hr. The reaction mixture was diluted with 200 ml of ether and the ether solution was washed with water three times... Starting materials: O=C(Nc1ccc(Cl)c(Cl)c1)N1CCN(CC2CCCN(CCC3CCN(C(=O)OCc4ccccc4)CC3)C2)CC1, Cl, C1COCCO1. Yields the product O=C(Nc1ccc(Cl)c(Cl)c1)N1CCN(CC2CCCN(CCC3CCNCC3)C2)CC1. Reaction SMILES: [Cl:1][c:2]1[cH:3][c:4]([NH:9][C:10](=[O:11])[N:12]2[CH2:13][CH2:14][N:15]([CH2:18][CH:19]3[CH2:20][N:21]([CH2:25][CH2:26][CH:27]4[CH2:28][CH2:29][N:30]([C:33]([O:34][CH2:35][c:36]5[cH:37][cH:38][cH:39][cH:40][cH:41]5)=[O:42])[CH2:31][CH2:32]4)[CH2:22][CH2:23][CH2:24]3)[CH2:16][CH2:17]2)[cH:5][cH:6][c:7]1[Cl:8].[ClH:43].[O:44]1[CH2:45][CH2:46][O:47][CH2:48][CH2:49]1>>[Cl:1][c:2]1[cH:3][c:4]([NH:9][C:10](=[O:11])[N:12]2[CH2:13][CH2:14][N:15]([CH2:18][CH:19]3[CH2:20][N:21]([CH2:25][CH2:26][CH:27]4[CH2:28][CH2:29][NH:30][CH2:31][CH2:32]4)[CH2:22][CH2:23][CH2:24]3)[CH2:16][CH2:17]2)[cH:5][cH:6][c:7]1[Cl:8].